Dataset: the Open Reaction Database (ORD), a public repository of structured organic reaction records. Task: describe an organic reaction: reactants, conditions, products, and yield Starting materials: Cl (HCl), C(C)OC=1C(=C(C#N)C=C(C1)C=O)O (3-ethoxy-5-formyl-2-hydroxybenzonitrile), C1(=CC=CC=C1)C(CC1=CC=CC=C1)=O (1,2-diphenylethanone), NC(=O)N (urea), starting materials. Solvent: CCOC(=O)C (EtOAc), CCO (EtOH), CO (MeOH). The product is C(C)OC=1C(=C(C#N)C=C(C1)C1NC(NC(=C1C1=CC=CC=C1)C1=CC=CC=C1)=O)O (3-ethoxy-2-hydroxy-5-(2-oxo-5,6-diphenyl-1,2,3,4-tetrahydropyrimidin-4-yl)benzonitrile). The yield is 45.4%. RXN SMILES: [CH2:1]([O:3][C:4]1[C:5]([OH:14])=[C:6]([CH:9]=[C:10]([CH:12]=O)[CH:11]=1)[C:7]#[N:8])[CH3:2].[C:15]1([C:21](=O)[CH2:22][C:23]2[CH:28]=[CH:27][CH:26]=[CH:25][CH:24]=2)[CH:20]=[CH:19][CH:18]=[CH:17][CH:16]=1.[NH2:30][C:31]([NH2:33])=[O:32].Cl>CCO.CO.CCOC(C)=O>[CH2:1]([O:3][C:4]1[C:5]([OH:14])=[C:6]([CH:9]=[C:10]([CH:12]2[C:22]([C:23]3[CH:28]=[CH:27][CH:26]=[CH:25][CH:24]=3)=[C:21]([C:15]3[CH:20]=[CH:19][CH:18]=[CH:17][CH:16]=3)[NH:33][C:31](=[O:32])[NH:30]2)[CH:11]=1)[C:7]#[N:8])[CH3:2]. Procedure: A mixture of 3-ethoxy-5-formyl-2-hydroxybenzonitrile (285 mg, 1.5 mmol), 1,2-diphenylethanone (320 mg, 1.6 mmol), and urea (270 mg, 4.5 mmol) in anhydrous EtOH (5 mL) was added concentrated HCl solution (0.5 mL). The reaction mixture was refluxed overnight. TLC (EtOAc:MeOH=10:1) showed 40% of the starting materials were consumed. The reaction mixture was concentrated, and purified by column chromatography (EtOAc:MeOH=40:1) and preparative HPLC to afford Compound 69 as a yellow solid (280 mg, yie... Reactants: CCCCCCc1ccc(CCCCO)cc1, O, Cc1ccc(S(=O)(=O)Cl)cc1, c1ccncc1. Product: CCCCCCc1ccc(CCCCOS(=O)(=O)c2ccc(C)cc2)cc1. RXN SMILES: [CH2:1]([CH2:2][CH2:3][CH2:4][CH2:5][CH3:6])[c:7]1[cH:8][cH:9][c:10]([CH2:13][CH2:14][CH2:15][CH2:16][OH:17])[cH:11][cH:12]1.[OH2:29].[S:18](=[O:19])(=[O:20])([c:21]1[cH:22][cH:23][c:24]([CH3:25])[cH:26][cH:27]1)[Cl:28].[cH:30]1[cH:31][cH:32][n:33][cH:34][cH:35]1>>[CH2:1]([CH2:2][CH2:3][CH2:4][CH2:5][CH3:6])[c:7]1[cH:8][cH:9][c:10]([CH2:13][CH2:14][CH2:15][CH2:16][O:17][S:18](=[O:19])(=[O:20])[c:21]2[cH:22][cH:23][c:24]([CH3:25])[cH:26][cH:27]2)[cH:11][cH:12]1. The reactants are CCOC(=O)c1cc2cc(C=CC(=O)OC(C)(C)C)ccc2[nH]1, CCOC(C)=O, CO. Yields the product CCOC(=O)c1cc2cc(CCC(=O)OC(C)(C)C)ccc2[nH]1. As a reaction SMILES: [CH2:1]([CH3:2])[O:3][C:4](=[O:5])[c:6]1[nH:7][c:8]2[cH:9][cH:10][c:11]([CH:15]=[CH:16][C:17](=[O:18])[O:19][C:20]([CH3:21])([CH3:22])[CH3:23])[cH:12][c:13]2[cH:14]1.[CH3:24][CH2:25][O:26][C:27](=[O:28])[CH3:29].[CH3:30][OH:31]>>[CH2:1]([CH3:2])[O:3][C:4](=[O:5])[c:6]1[nH:7][c:8]2[cH:9][cH:10][c:11]([CH2:15][CH2:16][C:17](=[O:18])[O:19][C:20]([CH3:21])([CH3:22])[CH3:23])[cH:12][c:13]2[cH:14]1. The reactants are CC1(CCC(C2=CC=CC=C12)=O)C (3,4-dihydro-4,4-dimethylnaphthlen-1(2H)-one), [Li]C(C)(C)C (t-BuLi), CCOCC (ether). Conditions: temperature -78 celsius, time 30 minute. Yields the product CC1(CC=C(C2=CC=C(C=C12)C(C)=O)C(C)(C)C)C (3.4-Dihydro-4,4-dimethyl-6-acetyl-1-(1,1-dimethylethyl)naphthalene). As a reaction SMILES: [CH3:1][C:2]1([CH3:13])[C:11]2[C:6](=[CH:7][CH:8]=[CH:9][CH:10]=2)[C:5](=O)[CH2:4][CH2:3]1.[Li][C:15]([CH3:18])([CH3:17])[CH3:16].[CH3:19][CH2:20][O:21]CC>>[CH3:1][C:2]1([CH3:13])[C:11]2[C:6](=[CH:7][CH:8]=[C:9]([C:20](=[O:21])[CH3:19])[CH:10]=2)[C:5]([C:15]([CH3:18])([CH3:17])[CH3:16])=[CH:4][CH2:3]1. Reported procedure: To a solution of 6-(2-methyl-1,3-dioxolan-2-yl)]-3,4-dihydro-4,4-dimethylnaphthlen-1(2H)-one ((Compound D15, 353 mg, 1.36 mmol) in 3 ml of dry ether at -78° C. was added dropwise t-BuLi (1 ml, 1.7 mmol, 1.7M solution in pentane). This clear light yellow solution was left at -78° C. for 30 min. Then, freshly distilled SOC12 (0.15 ml, 2.0 mmol) was added. The reaction mixture was stirred at -78° C. for additional 30 min and thereafter slowly warmed to room temperature. The reaction was quenched by... Starting materials: C(C)(C)(C)OC(=O)N1CCC(=CC1)C1=CC2=C(N=CN=C2Cl)N1 (4-(4-chloro-7H-pyrrolo[2,3-d]pyrimidin-6-yl)-3,6-dihydro-2H-pyridine-1-carboxylic acid tert-butyl ester), FC1=C(C=C(C=C1)N)C1CCN(CC1)C (4-fluoro-3-(1-methylpiperidin-4-yl)-phenylamine), FC(C(=O)O)(F)F (trifluoroacetic acid), C([O-])(O)=O.[Na+] (sodium bicarbonate), C(C)(C)(C)OC(=O)OC(=O)OC(C)(C)C (di-tert-butyldicarbonate). Run in CCOC(=O)C (EtOAc), CN(C=O)C (N,N-dimethylformamide), CN(C=O)C (N,N-dimethylformamide). Conditions: temperature 100 celsius, time 24 hour. The product is C(C)(C)(C)OC(=O)N1CCC(=CC1)C1=CC2=C(N=CN=C2NC2=CC(=C(C=C2)F)C2CCN(CC2)C)N1 (4-{4-[4-Fluoro-3-(1-methylpiperidin-4-yl)-phenyl-amino]-7H-pyrrolo[2,3-d]pyrimidin-6-yl}-3,6-dihydro-2H-pyridine-1-carboxylic acid tert-butyl ester). Reaction SMILES: [C:1]([O:5][C:6]([N:8]1[CH2:13][CH:12]=[C:11]([C:14]2[NH:23][C:17]3[N:18]=[CH:19][N:20]=[C:21](Cl)[C:16]=3[CH:15]=2)[CH2:10][CH2:9]1)=[O:7])([CH3:4])([CH3:3])[CH3:2].[F:24][C:25]1[CH:30]=[CH:29][C:28]([NH2:31])=[CH:27][C:26]=1[CH:32]1[CH2:37][CH2:36][N:35]([CH3:38])[CH2:34][CH2:33]1.FC(F)(F)C(O)=O.C(=O)(O)[O-].[Na+].C(OC(OC(OC(C)(C)C)=O)=O)(C)(C)C>CCOC(C)=O.CN(C)C=O>[C:1]([O:5][C:6]([N:8]1[CH2:13][CH:12]=[C:11]([C:14]2[NH:23][C:17]3[N:18]=[CH:19][N:20]=[C:21]([NH:31][C:28]4[CH:29]=[CH:30][C:25]([F:24])=[C:26]([CH:32]5[CH2:33][CH2:34][N:35]([CH3:38])[CH2:36][CH2:37]5)[CH:27]=4)[C:16]=3[CH:15]=2)[CH2:10][CH2:9]1)=[O:7])([CH3:4])([CH3:3])[CH3:2] |f:3.4|. Reported procedure: A mixture of 4-(4-chloro-7H-pyrrolo[2,3-d]pyrimidin-6-yl)-3,6-dihydro-2H-pyridine-1-carboxylic acid tert-butyl ester (167 mg, 0.500 mmol), 4-fluoro-3-(1-methylpiperidin-4-yl)-phenylamine (149 mg, 0.600 mmol), N,N-dimethylformamide (3 mL), and trifluoroacetic acid (385 μL, 5.18 mmol) in a sealed tube was heated at 100° C. for 15 h. The mixture was concentrated in vacuo, charged with sodium bicarbonate (504 mg, 6.00 mmol), di-tert-butyldicarbonate (120 mg, 0.550 mmol), and N,N-dimethylformamide (2... The reactants are Br, COC(=O)N1CCC(c2cc(=O)[nH]o2)CC1c1cc(F)c(F)c(F)c1. The product is O=c1cc(C2CCNC(c3cc(F)c(F)c(F)c3)C2)o[nH]1. Reaction SMILES: [BrH:26].[O:1]=[c:2]1[nH:3][o:4][c:5]([CH:7]2[CH2:8][CH:9]([c:17]3[cH:18][c:19]([F:25])[c:20]([F:24])[c:21]([F:23])[cH:22]3)[N:10]([C:13]([O:14][CH3:15])=[O:16])[CH2:11][CH2:12]2)[cH:6]1>>[O:1]=[c:2]1[nH:3][o:4][c:5]([CH:7]2[CH2:8][CH:9]([c:17]3[cH:18][c:19]([F:25])[c:20]([F:24])[c:21]([F:23])[cH:22]3)[NH:10][CH2:11][CH2:12]2)[cH:6]1. Starting materials: FC1=C(C(=CC2=C1N=NS2)C(=O)O)NC2=C(C=C(C=C2)I)F (4-Fluoro-5-((2-fluoro-4-iodophenyl)amino)benzo[d][1,2,3]thiadiazole-6-carboxylic acid), C(=C)OCCON (O-(2-(vinyloxy)ethyl)hydroxylamine). The product is FC1=C(C(=CC2=C1N=NS2)C(=O)NOCCOC=C)NC2=C(C=C(C=C2)I)F (4-Fluoro-5-((2-fluoro-4-iodophenyl)amino)-N-(2-(vinyloxy)ethoxy)benzo[d][1,2,3]thiadiazole-6-carboxamide). As a reaction SMILES: [F:1][C:2]1[C:7]2[N:8]=[N:9][S:10][C:6]=2[CH:5]=[C:4]([C:11](O)=[O:12])[C:3]=1[NH:14][C:15]1[CH:20]=[CH:19][C:18]([I:21])=[CH:17][C:16]=1[F:22].[CH:23]([O:25][CH2:26][CH2:27][O:28][NH2:29])=[CH2:24]>>[F:1][C:2]1[C:7]2[N:8]=[N:9][S:10][C:6]=2[CH:5]=[C:4]([C:11]([NH:29][O:28][CH2:27][CH2:26][O:25][CH:23]=[CH2:24])=[O:12])[C:3]=1[NH:14][C:15]1[CH:20]=[CH:19][C:18]([I:21])=[CH:17][C:16]=1[F:22]. Reported procedure: 4-Fluoro-5-((2-fluoro-4-iodophenyl)amino)benzo[d][1,2,3]thiadiazole-6-carboxylic acid can be reacted with O-(2-(vinyloxy)ethyl)hydroxylamine in the presence of coupling reagent in appropriate solvent. The reaction is generally carried out at ambient temperature and normally complete within several hours (1-12 h, prefer 3-10 h). 4-Fluoro-5-((2-fluoro-4-iodophenyl)amino)-N-(2-(vinyloxy)ethoxy)benzo[d][1,2,3]thiadiazole-6-carboxamide is obtained after conventional workup. Reactants: COCOCCCCCCCCCCCCCCCCO (16-methoxymethoxyhexadecanol), C(C(=O)Cl)(=O)Cl (oxalyl chloride), CS(=O)C (dimethyl sulfoxide), [Cl-].[NH4+] (ammonium chloride). Solvent: ClCCl (dichloromethane), C(C)N(CC)CC (triethylamine), ClCCl (dichloromethane), ClCCl (dichloromethane). Run at time 10 minute. Yields the product COCOCCCCCCCCCCCCCCCC=O (16-Methoxymethoxyhexadecanal). RXN SMILES: C(Cl)(=O)C(Cl)=O.CS(C)=O.[CH3:11][O:12][CH2:13][O:14][CH2:15][CH2:16][CH2:17][CH2:18][CH2:19][CH2:20][CH2:21][CH2:22][CH2:23][CH2:24][CH2:25][CH2:26][CH2:27][CH2:28][CH2:29][CH2:30][OH:31].[Cl-].[NH4+]>ClCCl.C(N(CC)CC)C>[CH3:11][O:12][CH2:13][O:14][CH2:15][CH2:16][CH2:17][CH2:18][CH2:19][CH2:20][CH2:21][CH2:22][CH2:23][CH2:24][CH2:25][CH2:26][CH2:27][CH2:28][CH2:29][CH:30]=[O:31] |f:3.4|. Reported procedure: To a solution of 1.23 ml of oxalyl chloride in 60 ml of dichloromethane was added dropwise at -78 ° C. a solution of 2.0 ml of dimethyl sulfoxide in 2 ml of dichloromethane. After stirring for 10 minutes, a solution of 2.13 g of 16-methoxymethoxyhexadecanol in 30 ml of dichloromethane was added dropwise and the mixture was allowed to slowly rise up to -20° C. and then stirred for 15 minutes. 5.9 ml of triethylamine was added and the mixture was stirred at 0° C. for one hour. To the reaction solu... Reactants: CCCC[Sn](Cl)(Cl)CCCC, C1CCOC1, COC(=O)c1ccc(C=O)cc1, [SiH3]c1ccccc1, Nc1cccc(-c2cccnc2)n1. Product: COC(=O)c1ccc(CNc2cccc(-c3cccnc3)n2)cc1. Reaction SMILES: [CH2:26]([Sn:27]([Cl:28])([Cl:29])[CH2:30][CH2:31][CH2:32][CH3:33])[CH2:34][CH2:35][CH3:36].[CH2:44]1[O:45][CH2:46][CH2:47][CH2:48]1.[CH:14](=[O:15])[c:16]1[cH:17][cH:18][c:19]([C:20](=[O:21])[O:22][CH3:23])[cH:24][cH:25]1.[c:37]1([SiH3:38])[cH:39][cH:40][cH:41][cH:42][cH:43]1.[n:1]1[c:2](-[c:8]2[cH:9][n:10][cH:11][cH:12][cH:13]2)[cH:3][cH:4][cH:5][c:6]1[NH2:7]>>[n:1]1[c:2](-[c:8]2[cH:9][n:10][cH:11][cH:12][cH:13]2)[cH:3][cH:4][cH:5][c:6]1[NH:7][CH2:14][c:16]1[cH:17][cH:18][c:19]([C:20](=[O:21])[O:22][CH3:23])[cH:24][cH:25]1. The reactants are C(C)OC(C(CC(C)C)C=1C=C(C=C(C1)OS(=O)(=O)C(F)(F)F)C1=CC=C(C=C1)C(F)(F)F)=O (4-Methyl-2-(5-trifluoromethanesulfonyloxy-4′-trifluoromethyl-biphenyl-3-yl)-pentanoic acid ethyl ester), FC1=C(C=CC(=C1)F)B(O)O (2,4-difluorophenylboronic acid). Yields the product FC1=C(C=CC(=C1)F)C1=CC(=CC(=C1)C(C(=O)O)CC(C)C)C1=CC=C(C=C1)C(F)(F)F (2-(2,4-Difluoro-4″-trifluoromethyl-[1,1′;3′,1″]terphenyl-5′-yl)-4-methyl-pentanoic acid). Reaction SMILES: C([O:3][C:4](=[O:34])[CH:5]([C:10]1[CH:11]=[C:12]([C:24]2[CH:29]=[CH:28][C:27]([C:30]([F:33])([F:32])[F:31])=[CH:26][CH:25]=2)[CH:13]=[C:14](OS(C(F)(F)F)(=O)=O)[CH:15]=1)[CH2:6][CH:7]([CH3:9])[CH3:8])C.[F:35][C:36]1[CH:41]=[C:40]([F:42])[CH:39]=[CH:38][C:37]=1B(O)O>>[F:35][C:36]1[CH:41]=[C:40]([F:42])[CH:39]=[CH:38][C:37]=1[C:14]1[CH:15]=[C:10]([CH:5]([CH2:6][CH:7]([CH3:9])[CH3:8])[C:4]([OH:3])=[O:34])[CH:11]=[C:12]([C:24]2[CH:29]=[CH:28][C:27]([C:30]([F:33])([F:32])[F:31])=[CH:26][CH:25]=2)[CH:13]=1. Procedure: The title compound was prepared from a Suzuki coupling of 4-Methyl-2-(5-trifluoromethanesulfonyloxy-4′-trifluoromethyl-biphenyl-3-yl)-pentanoic acid ethyl ester (intermediate Example 1g) with 2,4-difluorophenylboronic acid under the conditions described in Example 1.